From a dataset of the Open Reaction Database (ORD), a public repository of structured organic reaction records. describe an organic reaction: reactants, conditions, products, and yield The reactants are [N+](=O)([O-])C1=CC=C(C=C1)C12CC3(CC(CC(C1)(C3)C3=CC=C(C=C3)[N+](=O)[O-])(C2)C2=CC=C(C=C2)[N+](=O)[O-])C2=CC=C(C=C2)[N+](=O)[O-] (1,3,5,7-tetra(p-nitrophenyl)adamantane), Stannous chloride, Cl[Sn]Cl (SnCl2), Cl (hydrochloric acid). The solvent is C(C)O (ethyl alcohol). The product is NC1=CC=C(C=C1)C12CC3(CC(CC(C1)(C3)C3=CC=C(C=C3)N)(C2)C2=CC=C(C=C2)N)C2=CC=C(C=C2)N (1,3,5,7,-Tetra(4-aminophenyl)adamantane). Reaction SMILES: [N+:1]([C:4]1[CH:9]=[CH:8][C:7]([C:10]23[CH2:28][C:14]4([C:29]5[CH:34]=[CH:33][C:32]([N+:35]([O-])=O)=[CH:31][CH:30]=5)[CH2:15][C:16]([C:19]5[CH:24]=[CH:23][C:22]([N+:25]([O-])=O)=[CH:21][CH:20]=5)([CH2:18][C:12]([C:38]5[CH:43]=[CH:42][C:41]([N+:44]([O-])=O)=[CH:40][CH:39]=5)([CH2:13]4)[CH2:11]2)[CH2:17]3)=[CH:6][CH:5]=1)([O-])=O.Cl.Cl[Sn]Cl>C(O)C>[NH2:1][C:4]1[CH:9]=[CH:8][C:7]([C:10]23[CH2:11][C:12]4([C:38]5[CH:43]=[CH:42][C:41]([NH2:44])=[CH:40][CH:39]=5)[CH2:18][C:16]([C:19]5[CH:24]=[CH:23][C:22]([NH2:25])=[CH:21][CH:20]=5)([CH2:15][C:14]([C:29]5[CH:34]=[CH:33][C:32]([NH2:35])=[CH:31][CH:30]=5)([CH2:13]4)[CH2:28]2)[CH2:17]3)=[CH:6][CH:5]=1. Procedure details: To 1,3,5,7-tetra(p-nitrophenyl)adamantane (0.62 g, 1 mmol) was added 75 mL of ethyl alcohol followed by 15 mL of concentrated hydrochloric acid. Stannous chloride (SnCl2 --2H2O, 4.1 g, 15 mmol), was added to the mixture. After refluxing for 48 hours, the solvent was evaporated and 15 mL of water was added. The aqueous solution was made basic by adding 3M NaOH and was extracted four times with 50 mL of THF. The solvent was evaporated and crude 1,3,5,7-tetra(4-aminophenyl)adamantane was collected ... Starting materials: B, CSC, Cc1ccc([N+](=O)[O-])c(C)c1C(=O)O, Cl, C1CCOC1. Product: Cc1ccc([N+](=O)[O-])c(C)c1CO. Reaction SMILES: [BH3:18].[CH3:15][S:16][CH3:17].[CH3:1][c:2]1[c:3]([C:4](=[O:5])[OH:6])[c:7]([CH3:14])[cH:8][cH:9][c:10]1[N+:11](=[O:12])[O-:13].[ClH:19].[O:20]1[CH2:21][CH2:22][CH2:23][CH2:24]1>>[CH3:1][c:2]1[c:3]([CH2:4][OH:5])[c:7]([CH3:14])[cH:8][cH:9][c:10]1[N+:11](=[O:12])[O-:13]. The reactants are CN(C)CC1(c2ccc(OCCCN3CCSCC3)cc2)CCOCC1, ClCCl, O=C(O)C(F)(F)F, [Na+], [OH-]. The product is CN(C)CC1(c2ccc(OCCCN3CCS(=O)(=O)CC3)cc2)CCOCC1. As a reaction SMILES: [CH3:1][N:2]([CH2:3][C:4]1([c:10]2[cH:11][cH:12][c:13]([O:16][CH2:17][CH2:18][CH2:19][N:20]3[CH2:21][CH2:22][S:23][CH2:24][CH2:25]3)[cH:14][cH:15]2)[CH2:5][CH2:6][O:7][CH2:8][CH2:9]1)[CH3:26].[Cl:36][CH2:37][Cl:38].[F:27][C:28]([F:29])([F:31])[C:32](=[O:30])[OH:33].[Na+:35].[OH-:34]>>[CH3:1][N:2]([CH2:3][C:4]1([c:10]2[cH:11][cH:12][c:13]([O:16][CH2:17][CH2:18][CH2:19][N:20]3[CH2:21][CH2:22][S:23](=[O:30])(=[O:34])[CH2:24][CH2:25]3)[cH:14][cH:15]2)[CH2:5][CH2:6][O:7][CH2:8][CH2:9]1)[CH3:26]. Product: FC(C(=O)O)(F)F.NC1C(N(CCSC1)CC(=O)OC)=O (6-Amino-4-N-(carbomethoxymethyl)-perhydro-1,4-thiazepin-5-one, Trifluoroacetate Salt). Procedure details: 6-t-Butoxycarbonylamino-4-N-(carbomethoxymethyl)-perhydro-1,4-thiazepin-5-one (0.53 g) is dissolved in 2 ml of trifluoroacetic acid. At the end of one hour at room temperature the trifluoroacetic acid is removed under vacuum. The residue is partitioned between water and ether. The aqueous layer is washed three more times with ether, and then lyophilized to yield the product as a white solid (0.52 g). As a reaction SMILES: C(OC([NH:8][CH:9]1[CH2:15][S:14][CH2:13][CH2:12][N:11]([CH2:16][C:17]([O:19][CH3:20])=[O:18])[C:10]1=[O:21])=O)(C)(C)C.[F:22][C:23]([F:28])([F:27])[C:24]([OH:26])=[O:25]>>[F:22][C:23]([F:28])([F:27])[C:24]([OH:26])=[O:25].[NH2:8][CH:9]1[CH2:15][S:14][CH2:13][CH2:12][N:11]([CH2:16][C:17]([O:19][CH3:20])=[O:18])[C:10]1=[O:21] |f:2.3|. Reactants: C(C)(C)(C)OC(=O)NC1C(N(CCSC1)CC(=O)OC)=O (6-t-Butoxycarbonylamino-4-N-(carbomethoxymethyl)-perhydro-1,4-thiazepin-5-one), FC(C(=O)O)(F)F (trifluoroacetic acid). The yield is 21.6%. Reaction SMILES: [C:1]([NH:4][C:5]1[C:13]2[C:8](=[CH:9][C:10]([Cl:14])=[CH:11][CH:12]=2)[N:7](C(OCC)=O)[C:6]=1[C:20](=[O:27])[C:21]1[CH:26]=[CH:25][CH:24]=[CH:23][CH:22]=1)(=[O:3])[CH3:2].[H-].[Na+].I[CH3:31].[OH-].[K+]>CN(C)C=O.O>[C:1]([N:4]([C:5]1[C:13]2[C:8](=[CH:9][C:10]([Cl:14])=[CH:11][CH:12]=2)[NH:7][C:6]=1[C:20](=[O:27])[C:21]1[CH:26]=[CH:25][CH:24]=[CH:23][CH:22]=1)[CH3:31])(=[O:3])[CH3:2] |f:1.2,4.5|. Starting materials: C(C)(=O)NC1=C(N(C2=CC(=CC=C12)Cl)C(=O)OCC)C(C1=CC=CC=C1)=O (3-acetylamino-2-benzoyl-6-chloro-1-(ethoxycarbonyl)indole), [H-].[Na+] (sodium hydride), [OH-].[K+] (KOH), IC (iodomethane). The solvent is CN(C=O)C (dimethylformamide), O (water). Procedure: To a solution of 3-acetylamino-2-benzoyl-6-chloro-1-(ethoxycarbonyl)indole (Example 2, step 1, 900 mg, 2.34 mmol) in dimethylformamide (10 ml) was added sodium hydride (60% w/w dispersion in mineral oil, 94 mg, 2.34 mmol). The mixture was stirred for 0.5 h and then iodomethane (0.22 ml, 3.51 mmol) was added dropwise, and stirring continued for 19 h. The reaction mixture was poured into water (50 ml) and extracted with diethyl ether (100 ml×2). The extracts were washed consecutively with water (5... The product is C(C)(=O)N(C)C1=C(NC2=CC(=CC=C12)Cl)C(C1=CC=CC=C1)=O (3-(N-Acetyl-n-methylamino)-2-benzoyl-6-chloroindole). Conditions: time 0.5 hour. Starting materials: CC(=O)O, Clc1cc2ccccc2c(Cl)n1, Cl, [Sn]. The product is Clc1cc2ccccc2cn1. As a reaction SMILES: [CH3:15][C:16](=[O:17])[OH:18].[Cl:1][c:2]1[n:3][c:4]([Cl:12])[cH:5][c:6]2[cH:7][cH:8][cH:9][cH:10][c:11]12.[ClH:13].[Sn:14]>>[cH:2]1[n:3][c:4]([Cl:12])[cH:5][c:6]2[cH:7][cH:8][cH:9][cH:10][c:11]12. Procedure: Add lithium borohydride (1.03 g, 47.4 mmol) to an ice cold solution of 4-(R)-fluoropyrrolidine-N1,2-(R)-dicarboxylic acid 1-tert-butyl ester 2-methyl ester (7.8 g, 31.5 mmol) in THF (100 mL). Let warm to room temperature over 18 h. Cool in ice bath. Slowly add acetic acid (5 mL) and water and extract with ethyl acetate. Wash extract with water, saturated aqueous sodium bicarbonate solution, saturated aqueous sodium chloride, dry (magnesium sulfate), concentrate and purify (silica gel chromatogra... Starting materials: [BH4-].[Li+] (lithium borohydride), ice, COC(=O)[C@@H]1N(C[C@@H](C1)F)C(=O)OC(C)(C)C (4-(R)-fluoropyrrolidine-N1,2-(R)-dicarboxylic acid 1-tert-butyl ester 2-methyl ester). Run in C1CCOC1 (THF). RXN SMILES: [BH4-].[Li+].C[O:4][C:5]([C@H:7]1[CH2:11][C@@H:10]([F:12])[CH2:9][N:8]1[C:13]([O:15][C:16]([CH3:19])([CH3:18])[CH3:17])=[O:14])=O>C1COCC1>[C:16]([O:15][C:13]([N:8]1[CH2:9][C@H:10]([F:12])[CH2:11][C@@H:7]1[CH2:5][OH:4])=[O:14])([CH3:19])([CH3:18])[CH3:17] |f:0.1|. The yield is 80.5%. Yields the product C(C)(C)(C)OC(=O)N1[C@H](C[C@H](C1)F)CO (4-(R)-Fluoro-2-(R)-hydroxymethylpyrrolidine-1-carboxylic acid tert-butyl ester). Starting materials: CC(=O)OCC(=O)CCl, CC[NH+](CC)CC, ClCCl, Fc1ccc(NC(=S)[S-])c(F)c1F. Yields the product CC(=O)OCC(=O)CSC(=S)Nc1ccc(F)c(F)c1F. As a reaction SMILES: [C:21]([CH3:22])(=[O:23])[O:24][CH2:25][C:26](=[O:27])[CH2:28][Cl:29].[CH2:14]([NH+:15]([CH2:16][CH3:17])[CH2:18][CH3:19])[CH3:20].[CH2:30]([Cl:31])[Cl:32].[F:1][c:2]1[c:3]([NH:10][C:11]([S-:12])=[S:13])[cH:4][cH:5][c:6]([F:9])[c:7]1[F:8]>>[F:1][c:2]1[c:3]([NH:10][C:11](=[S:12])[S:13][CH2:28][C:26]([CH2:25][O:24][C:21]([CH3:22])=[O:23])=[O:27])[cH:4][cH:5][c:6]([F:9])[c:7]1[F:8]. Starting materials: COCOc1cc(COCc2ccccc2)c(C(=O)O)c(OCOC)c1, CCCCCC, C[Si](C)(C)C=[N+]=[N-], CC(=O)O, CO. Yields the product COCOc1cc(COCc2ccccc2)c(C(=O)OC)c(OCOC)c1. RXN SMILES: [CH2:1]([c:2]1[cH:3][cH:4][cH:5][cH:6][cH:7]1)[O:8][CH2:9][c:10]1[c:11]([C:12](=[O:13])[OH:14])[c:15]([O:23][CH2:24][O:25][CH3:26])[cH:16][c:17]([O:19][CH2:20][O:21][CH3:22])[cH:18]1.[CH3:27][CH2:28][CH2:29][CH2:30][CH2:31][CH3:32].[CH3:33][Si:34]([CH:35]=[N+:36]=[N-:37])([CH3:38])[CH3:39].[CH3:40][C:41](=[O:42])[OH:43].[CH3:44][OH:45]>>[CH2:1]([c:2]1[cH:3][cH:4][cH:5][cH:6][cH:7]1)[O:8][CH2:9][c:10]1[c:11]([C:12]([O:13][CH3:27])=[O:14])[c:15]([O:23][CH2:24][O:25][CH3:26])[cH:16][c:17]([O:19][CH2:20][O:21][CH3:22])[cH:18]1. Starting materials: C([O-])([O-])=O.[K+].[K+] (potassium carbonate), ClC1=CC=CC(=C1C(=O)OC1=CC=C(C=C1)[N+](=O)[O-])NC1=NC(=CC(=N1)OC)OC (4-nitrophenyl 6-chloro-2-(4,6-dimethoxypyrimidin-2-ylamino)benzoate), CS(=O)(=O)N (methanesulfonamide). The solvent is C(C)#N (acetonitrile). Product: ClC=1C(=C(C=CC1)NC1=NC(=CC(=N1)OC)OC)C(=O)NS(=O)(=O)C (2-[3-chloro-2-(methylsulfonylaminocarbonyl)phenylamino]-4,6-dimethoxypyrimidine), Compound 39. Reaction SMILES: [Cl:1][C:2]1[C:7]([C:8](OC2C=CC([N+]([O-])=O)=CC=2)=[O:9])=[C:6]([NH:20][C:21]2[N:26]=[C:25]([O:27][CH3:28])[CH:24]=[C:23]([O:29][CH3:30])[N:22]=2)[CH:5]=[CH:4][CH:3]=1.[CH3:31][S:32]([NH2:35])(=[O:34])=[O:33].C(=O)([O-])[O-].[K+].[K+]>C(#N)C>[Cl:1][C:2]1[C:7]([C:8]([NH:35][S:32]([CH3:31])(=[O:34])=[O:33])=[O:9])=[C:6]([NH:20][C:21]2[N:26]=[C:25]([O:27][CH3:28])[CH:24]=[C:23]([O:29][CH3:30])[N:22]=2)[CH:5]=[CH:4][CH:3]=1 |f:2.3.4|. Procedure: This compound is prepared in a manner analogous to that of Example 1, Step I, using equimolar amounts of 4-nitrophenyl 6-chloro-2-(4,6-dimethoxypyrimidin-2-ylamino)benzoate, methanesulfonamide, and potassium carbonate in acetonitrile, yielding 2-[3-chloro-2-(methylsulfonylaminocarbonyl)phenylamino]-4,6-dimethoxypyrimidine, Compound 39 of Table 1.